This data is from the Open Reaction Database (ORD), a public repository of structured organic reaction records. The task is: describe an organic reaction: reactants, conditions, products, and yield The reactants are Cl[Si](CCCCCCCC)(C)C (chlorodimethyloctylsilane), [Cl-].[NH4+] (ammonium chloride), C(C)O (ethanol). Yields the product C(C)O[Si](CCCCCCCC)(C)C (ethoxydimethyloctylsilane). As a reaction SMILES: Cl[Si:2]([CH3:12])([CH3:11])[CH2:3][CH2:4][CH2:5][CH2:6][CH2:7][CH2:8][CH2:9][CH3:10].[Cl-].[NH4+].[CH2:15]([OH:17])[CH3:16]>>[CH2:15]([O:17][Si:2]([CH3:12])([CH3:11])[CH2:3][CH2:4][CH2:5][CH2:6][CH2:7][CH2:8][CH2:9][CH3:10])[CH3:16] |f:1.2|. Reported procedure: An amount of 29.2 g of chlorodimethyloctylsilane, i.e. 0.14 mol, is gradually introduced over 2 h 30 into the reaction mixture. 75.4 g of absolute ethanol are added in order to prevent the mixture setting solid due to the formation of ammonium chloride crystals. The reactants are OC1=CC=C(C=C1)C=1OC2=C(C1)C=C(C=C2)O (2-(4-Hydroxy-phenyl)-benzofuran-5-ol), C(C(C)(C)C)(=O)Cl (pivaloyl chloride). Solvent: C(Cl)Cl (CH2Cl2), C(Cl)Cl.N1[C@@H](CCC1=O)C(=O)O (CH2Cl2 Pyr). The product is CC(C(=O)OC1=CC=C(C=C1)C=1OC2=C(C1)C=C(C=C2)OC(C(C)(C)C)=O)(C)C (2,2-Dimethyl-propionic acid 2-[4-(2,2-dimethyl-propionyloxy)-phenyl]-benzofuran-5-yl ester). The yield is 64.9%. Reaction SMILES: [OH:1][C:2]1[CH:7]=[CH:6][C:5]([C:8]2[O:9][C:10]3[CH:16]=[CH:15][C:14]([OH:17])=[CH:13][C:11]=3[CH:12]=2)=[CH:4][CH:3]=1.[C:18](Cl)(=[O:23])[C:19]([CH3:22])([CH3:21])[CH3:20]>C(Cl)Cl.N1C(=O)CC[C@H]1C(O)=O.C(Cl)Cl>[CH3:20][C:19]([CH3:22])([CH3:21])[C:18]([O:1][C:2]1[CH:7]=[CH:6][C:5]([C:8]2[O:9][C:10]3[CH:16]=[CH:15][C:14]([O:17][C:18](=[O:23])[C:19]([CH3:22])([CH3:21])[CH3:20])=[CH:13][C:11]=3[CH:12]=2)=[CH:4][CH:3]=1)=[O:23] |f:2.3|. Procedure details: A solution of 75 (8.2 g, 36.3 mmol) in CH2Cl2/Pyr was treated with pivaloyl chloride (9.63 g, 79.9 mmol) and stirred at rt until TLC indicated that the reaction was complete. The reaction was worked up by diluting with additional CH2Cl2 and washing with 2 N HCl aq. The CH2Cl2 layer was washed with satd NaHCO3 aq, brine and dried over MgSO4. Filtration and concentration yielded 9.3 g of the crude solid that was used as is for the next reaction. Reactants: [OH-].[Na+] (sodium hydroxide), OCC1=NC=2C(=NC=CC2C)N1CC1=CC=C(C=C1)C1=C(C=CC=C1)C(=O)OC (2-hydroxymethyl-3-[(2'-methoxycarbonyl-biphenyl-4-yl)methyl]-7-methyl- 3H-imidazo[4.5-b]pyridine). The solvent is C(C)O (ethanol). The product is C(=O)(O)C1=C(C=CC=C1)C1=CC=C(C=C1)CN1C(=NC=2C1=NC=CC2C)CO (3-[(2'-carboxybiphenyl-4-yl)methyl]-2-hydroxymethyl-7-methyl-3H-imidazo[4.5-b]pyridine). Isolated yield 82.4%. Reaction SMILES: [OH-].[Na+].[OH:3][CH2:4][C:5]1[N:14]([CH2:15][C:16]2[CH:21]=[CH:20][C:19]([C:22]3[CH:27]=[CH:26][CH:25]=[CH:24][C:23]=3[C:28]([O:30]C)=[O:29])=[CH:18][CH:17]=2)[C:8]2=[N:9][CH:10]=[CH:11][C:12]([CH3:13])=[C:7]2[N:6]=1>C(O)C>[C:28]([C:23]1[CH:24]=[CH:25][CH:26]=[CH:27][C:22]=1[C:19]1[CH:18]=[CH:17][C:16]([CH2:15][N:14]2[C:8]3=[N:9][CH:10]=[CH:11][C:12]([CH3:13])=[C:7]3[N:6]=[C:5]2[CH2:4][OH:3])=[CH:21][CH:20]=1)([OH:30])=[O:29] |f:0.1|. Procedure details: A mixture of 8 ml of an aqueous 10% sodium hydroxide solution of 500 mg (1.3 mmol) of 2-hydroxymethyl-3-[(2'-methoxycarbonyl-biphenyl-4-yl)methyl]-7-methyl- 3H-imidazo[4.5-b]pyridine and 20 ml of ethanol was heated for reflux for 2 hours. The insoluble was removed out and the filtrate was concentrated. The residue was mixed with water and washed with ethyl acetate. The aqueous phase was weakly acidified with 2N hydrochloric acid and acetic acid. The precipitates of crystals was taken out and was...